Dataset: the Open Reaction Database (ORD), a public repository of structured organic reaction records. Task: describe an organic reaction: reactants, conditions, products, and yield The reactants are N(=[N+]=[N-])[C@H]1C[C@@H](O[C@@H]1COC(=O)OC)N1C(=O)NC(=O)C(C)=C1 (3'-azido-3'-deoxy-5'-O-(methoxycarbonyl)thymidine), C([O-])(O)=O.[Na+] (sodium bicarbonate). The solvent is CO (methanol). Yields the product N(=[N+]=[N-])[C@H]1C[C@@H](O[C@@H]1CO)N1C(=O)NC(=O)C(C)=C1 (3'-azido-3'-deoxythymidine). Isolated yield 83.3%. RXN SMILES: [N:1]([C@@H:4]1[C@@H:8]([CH2:9][O:10]C(OC)=O)[O:7][C@@H:6]([N:15]2[CH:23]=[C:21]([CH3:22])[C:19](=[O:20])[NH:18][C:16]2=[O:17])[CH2:5]1)=[N+:2]=[N-:3].C(=O)(O)[O-].[Na+]>CO>[N:1]([C@@H:4]1[C@@H:8]([CH2:9][OH:10])[O:7][C@@H:6]([N:15]2[CH:23]=[C:21]([CH3:22])[C:19](=[O:20])[NH:18][C:16]2=[O:17])[CH2:5]1)=[N+:2]=[N-:3] |f:1.2|. Reported procedure: A mixture of 3'-azido-3'-deoxy-5'-O-(methoxycarbonyl)thymidine (2.50 g, 7.68 mmoles) from Example A14 and sodium bicarbonate (0.50 g) was heated 2.5 h at reflux in methanol (75 mL). The solvent was removed by rotary evaporation and the residual semi-solid was triturated with cold 5% aq. sodium bicarbonate (50 mL). The resulting solid was collected by filtration and dried in a vacuum oven at 55° C. for 17 h affording 1.71 g (83.4%) of 3'-azido-3'-deoxythymidine: mp 119°-121° C.; 1H NMR (DMSO-d6) ... Starting materials: CCN(CC)C(=O)Oc2cc1ccccc1c3ccccc23 (substrate), C[Mg]Br (effective_coupling_partner). Run at temperature 25 celsius, time 16 hour. The product is Cc2cc1ccccc1c3ccccc23. Starting materials: [H-].[Na+] (Sodium hydride), N1C=CC2=CC(=CC=C12)OC1=CC(=NC=C1)N (4-(1H-5-indolyloxy)-2-pyridinamine), CNC(OC1=CC=CC=C1)=O (phenyl N-methylcarbamate). Solvent: CN(C=O)C (N,N-dimethylformamide). Conditions: time 10 minute. Product: CNC(=O)N1C=CC2=CC(=CC=C12)OC1=CC(=NC=C1)N (N1-Methyl-5-(2-amino-4-pyridyl)oxy-1H-1-indolecarboxamide). The yield is 76.6%. As a reaction SMILES: [H-].[Na+].[NH:3]1[C:11]2[C:6](=[CH:7][C:8]([O:12][C:13]3[CH:18]=[CH:17][N:16]=[C:15]([NH2:19])[CH:14]=3)=[CH:9][CH:10]=2)[CH:5]=[CH:4]1.[CH3:20][NH:21][C:22](=O)[O:23]C1C=CC=CC=1>CN(C)C=O>[CH3:20][NH:21][C:22]([N:3]1[C:11]2[C:6](=[CH:7][C:8]([O:12][C:13]3[CH:18]=[CH:17][N:16]=[C:15]([NH2:19])[CH:14]=3)=[CH:9][CH:10]=2)[CH:5]=[CH:4]1)=[O:23] |f:0.1|. Procedure details: Sodium hydride (430 mg, 10.75 mmol) was suspended in N,N-dimethylformamide (25 ml) under nitrogen atmosphere, and 4-(1H-5-indolyloxy)-2-pyridinamine (2.253 g, 10.00 mmol, CAS No. 417722-11-3) described in WO 02/32872 was gradually added while stirred at room temperature. After 10 minutes, the reaction mixture was cooled with an ice water bath, and then phenyl N-methylcarbamate (1.587 g, 10.50 mmol) was added. The reaction mixture was heated to room temperature and stirred for 2 hours. The reacti... Reactants: C[O-].[Na+] (sodium methoxide), NC(=S)N (thiourea), C(C)OC(C(C(=O)OCC)NC(C1=CC(=C(C(=C1)C)OC)C)=O)=O (2-(4-methoxy-3,5-dimethyl-benzoylamino)-malonic acid diethyl ester). The solvent is C(C)O (ethanol). Run at temperature 60 celsius, time 3 hour. Yields the product OC1=NC(=NC(=C1NC(C1=CC(=C(C(=C1)C)OC)C)=O)O)[S-].[Na+] (Sodium 4,6-dihydroxy-5-(4-methoxy-3,5-dimethyl-benzoylamino)-pyrimidine-2-thiolate). As a reaction SMILES: C[O-].[Na+:3].[NH2:4][C:5]([NH2:7])=[S:6].C([O:10][C:11](=O)[CH:12]([NH:18][C:19](=[O:30])[C:20]1[CH:25]=[C:24]([CH3:26])[C:23]([O:27][CH3:28])=[C:22]([CH3:29])[CH:21]=1)[C:13](OCC)=[O:14])C>C(O)C>[OH:10][C:11]1[C:12]([NH:18][C:19](=[O:30])[C:20]2[CH:25]=[C:24]([CH3:26])[C:23]([O:27][CH3:28])=[C:22]([CH3:29])[CH:21]=2)=[C:13]([OH:14])[N:7]=[C:5]([S-:6])[N:4]=1.[Na+:3] |f:0.1,5.6|. Procedure details: 1.5 equivalents of sodium methoxide (30% solution in methanol) were added to 20.6 g of thiourea in 900 ml of absolute ethanol. 91 g of 2-(4-methoxy-3,5-dimethyl-benzoylamino)-malonic acid diethyl ester were added in small portions, and then the mixture was stirred at 60° C. for 3 h. Then the mixture was cooled to room temperature, and the precipitate was filtered off with suction, washed with 100 ml ethanol and 100 ml diethyl ether and dried in vacuo. 78.2 g of the crude title compound were obta... Starting materials: CC=1OC2=C(C1)C=C(C=C2)[N+](=O)[O-] (2-methyl-5-nitrobenzofuran), C(C)O (ethanol), C(=O)[O-].[NH4+] (ammonium formate). Reagents/catalysts: [Pd] (Pd/C). The solvent is C1CCOC1 (THF). Reaction conditions: time 4 hour. The product is CC=1OC2=C(C1)C=C(C=C2)N (2-methyl-5-benzofuranamine). RXN SMILES: [CH3:1][C:2]1[O:3][C:4]2[CH:10]=[CH:9][C:8]([N+:11]([O-])=O)=[CH:7][C:5]=2[CH:6]=1.C(O)C.C([O-])=O.[NH4+]>[Pd].C1COCC1>[CH3:1][C:2]1[O:3][C:4]2[CH:10]=[CH:9][C:8]([NH2:11])=[CH:7][C:5]=2[CH:6]=1 |f:2.3|. Procedure: To a 35° C. mixture of 50 g of 2-methyl-5-nitrobenzofuran, ethanol (250 mL), THF (250 mL) and wet 10% Pd/C (4 g) was added ammonium formate (53.4 g, 0.85 mol) over 50 min. After an additional 4 h, the reaction was cooled to room temperature and filtered through Celite. The filtrate was concentrated and the residue was taken up in methyl t-butyl ether. This mixture was filtered, concentrated and dried to provide 2-methyl-5-benzofuranamine which was converted to its hydrochloride salt or its oxala... Starting materials: C1(=CC=CC=C1)[C@H](CC#N)O ((S)-3-phenyl-3-hydroxypropanenitrile). Run in C1CCOC1 (THF), C1CCOC1 (THF). Yields the product C1(=CC=CC=C1)[C@H](CCN)O ((S)-3-phenyl-3-hydroxypropylamine). Reaction SMILES: [C:1]1([C@@H:7]([OH:11])[CH2:8][C:9]#[N:10])[CH:6]=[CH:5][CH:4]=[CH:3][CH:2]=1>C1COCC1>[C:1]1([C@@H:7]([OH:11])[CH2:8][CH2:9][NH2:10])[CH:6]=[CH:5][CH:4]=[CH:3][CH:2]=1. Procedure details: To a THF solution of (S)-3-phenyl-3-hydroxypropanenitrile was slowly added THF solution of borane dimethyl sulfide complex at room temperature. Methyl sulfide was then distilled from the reaction vessel and the resulting THF solution refluxed for 2.5 h. After cooling to room temperature methanolic HCl was added to the reaction mixture. Methanol and methyl borate were removed by distillation and the reaction mixture neutralized with sodium hydroxide (5N). Extraction of the mixture with dichlorome... The reactants are C1CCOC1, COC(=O)CCc1ccc(Oc2ccc(CC(NC(=O)OC(C)(C)C)C(=O)N3CCOCC3)cc2)cc1, [Li+], [OH-], O. Product: CC(C)(C)OC(=O)NC(Cc1ccc(Oc2ccc(CCC(=O)O)cc2)cc1)C(=O)N1CCOCC1. Reaction SMILES: [CH2:40]1[O:41][CH2:42][CH2:43][CH2:44]1.[CH3:1][O:2][C:3]([CH2:4][CH2:5][c:6]1[cH:7][cH:8][c:9]([O:12][c:13]2[cH:14][cH:15][c:16]([CH2:19][CH:20]([C:21](=[O:22])[N:23]3[CH2:24][CH2:25][O:26][CH2:27][CH2:28]3)[NH:29][C:30](=[O:31])[O:32][C:33]([CH3:34])([CH3:35])[CH3:36])[cH:17][cH:18]2)[cH:10][cH:11]1)=[O:37].[Li+:38].[OH-:39].[OH2:45]>>[O:2]=[C:3]([CH2:4][CH2:5][c:6]1[cH:7][cH:8][c:9]([O:12][c:13]2[cH:14][cH:15][c:16]([CH2:19][CH:20]([C:21](=[O:22])[N:23]3[CH2:24][CH2:25][O:26][CH2:27][CH2:28]3)[NH:29][C:30](=[O:31])[O:32][C:33]([CH3:34])([CH3:35])[CH3:36])[cH:17][cH:18]2)[cH:10][cH:11]1)[OH:37]. Reactants: BrCC=1SC2=C(N1)C=CC=C2 (2-bromomethyl-benzothiazole), [H-].[Na+] (sodium hydride), FC1=C(C=CC=C1)C1=NC(C(NC2=C1C=CC=C2)=O)N2C(C=1C(C2=O)=CC=CC1)=O ((3RS)-2,3-dihydro-5-(2-fluorophenyl)-3-phthalimido-1H-1,4-benzodiazepin-2-one), resultant mixture, C([O-])(O)=O.[Na+] (sodium bicarbonate). Run in CN(C=O)C (N,N-dimethylformamide), C(C)(=O)O (acetic acid), CN(C=O)C (N,N-dimethylformamide), O (water), C(C)(=O)OCC (ethyl acetate). Conditions: time 1 hour. Product: S1C(=NC2=C1C=CC=C2)CN2C(C(N=C(C1=C2C=CC=C1)C1=C(C=CC=C1)F)N1C(C=2C(C1=O)=CC=CC2)=O)=O ((3RS)-1-(benzothiazol-2 -yl)methyl-2,3-dihydro-5-(2-fluorophenyl)-3-phthalimido-1H-1,4-benzodiazepin-2-one). Reaction SMILES: [H-].[Na+].[F:3][C:4]1[CH:9]=[CH:8][CH:7]=[CH:6][C:5]=1[C:10]1[C:16]2[CH:17]=[CH:18][CH:19]=[CH:20][C:15]=2[NH:14][C:13](=[O:21])[CH:12]([N:22]2[C:26](=[O:27])[C:25]3=[CH:28][CH:29]=[CH:30][CH:31]=[C:24]3[C:23]2=[O:32])[N:11]=1.Br[CH2:34][C:35]1[S:36][C:37]2[CH:43]=[CH:42][CH:41]=[CH:40][C:38]=2[N:39]=1.C(=O)(O)[O-].[Na+]>CN(C)C=O.O.C(OCC)(=O)C.C(O)(=O)C>[S:36]1[C:37]2[CH:43]=[CH:42][CH:41]=[CH:40][C:38]=2[N:39]=[C:35]1[CH2:34][N:14]1[C:15]2[CH:20]=[CH:19][CH:18]=[CH:17][C:16]=2[C:10]([C:5]2[CH:6]=[CH:7][CH:8]=[CH:9][C:4]=2[F:3])=[N:11][CH:12]([N:22]2[C:23](=[O:32])[C:24]3=[CH:31][CH:30]=[CH:29][CH:28]=[C:25]3[C:26]2=[O:27])[C:13]1=[O:21] |f:0.1,4.5|. Procedure details: To a suspension of sodium hydride (0.11 g of a 60% dispersion in mineral oil) in N,N-dimethylformamide (20 ml) was added gradually (3RS)-2,3-dihydro-5-(2-fluorophenyl)-3-phthalimido-1H-1,4-benzodiazepin-2-one (1.00 g) under nitrogen atmosphere at cooling in an ice-bath. The mixture was stirred under the same condition for 0.5 hour and at ambient temperature for 1 hour. The mixture was cooled in an ice-bath and a solution of 2-bromomethyl-benzothiazole (0.63 g) in N,N-dimethylformamide (5 ml) was...